The task is: describe an organic reaction: reactants, conditions, products, and yield. This data is from the Open Reaction Database (ORD), a public repository of structured organic reaction records. Starting materials: COC(=O)c1cn(-c2ccnc3ccccc23)c2ccc(Cl)cc12, [Li+], C1CCOC1, [OH-], O, O. Product: O=C(O)c1cn(-c2ccnc3ccccc23)c2ccc(Cl)cc12. Reaction SMILES: [Cl:5][c:6]1[cH:7][c:8]2[c:9]([C:25](=[O:26])[O:27][CH3:28])[cH:10][n:11](-[c:15]3[cH:16][cH:17][n:18][c:19]4[cH:20][cH:21][cH:22][cH:23][c:24]34)[c:12]2[cH:13][cH:14]1.[Li+:3].[O:29]1[CH2:30][CH2:31][CH2:32][CH2:33]1.[OH-:2].[OH2:1].[OH2:4]>>[Cl:5][c:6]1[cH:7][c:8]2[c:9]([C:25](=[O:26])[OH:27])[cH:10][n:11](-[c:15]3[cH:16][cH:17][n:18][c:19]4[cH:20][cH:21][cH:22][cH:23][c:24]34)[c:12]2[cH:13][cH:14]1. Starting materials: C(C)(C)N=C(CC=1C(NCCC2C1C1=CC=C(C=C1CC2)OC)=O)C (1-(2-isopropyliminopropyl)-9-methoxy-3,4,5,5a,6,7-hexahydro-2H-naphth[1,2-d]azepin-2-one). Reagents/catalysts: [Pt](=O)=O (platinum dioxide). The solvent is C(C)O (ethanol). Product: C(C)(C)NC(CC=1C(NCCC2C1C1=CC=C(C=C1CC2)OC)=O)C (1-(2-isopropylaminopropyl)-9-methoxy-3,4,5,5a,6,7-hexahydro-2H-naphth[1,2-d]azepin-2-one). As a reaction SMILES: [CH:1]([N:4]=[C:5]([CH3:25])[CH2:6][C:7]1[C:8](=[O:24])[NH:9][CH2:10][CH2:11][CH:12]2[CH2:21][CH2:20][C:19]3[C:14](=[CH:15][CH:16]=[C:17]([O:22][CH3:23])[CH:18]=3)[C:13]=12)([CH3:3])[CH3:2]>C(O)C.[Pt](=O)=O>[CH:1]([NH:4][CH:5]([CH3:25])[CH2:6][C:7]1[C:8](=[O:24])[NH:9][CH2:10][CH2:11][CH:12]2[CH2:21][CH2:20][C:19]3[C:14](=[CH:15][CH:16]=[C:17]([O:22][CH3:23])[CH:18]=3)[C:13]=12)([CH3:2])[CH3:3]. Procedure: The solution of 1 g of 1-(2-isopropyliminopropyl)-9-methoxy-3,4,5,5a,6,7-hexahydro-2H-naphth[1,2-d]azepin-2-one in 50 ml of ethanol is hydrogenated at room temperature and atmospheric pressure for 2 hours in the presence of 0.1 g of platinum dioxide catalyst. The mixture is filtered, the filtrate evaporated and the residue crystallized from petroleum ether, to yield the 1-(2-isopropylaminopropyl)-9-methoxy-3,4,5,5a,6,7-hexahydro-2H-naphth[1,2-d]azepin-2-one as a mixture of the "slow" and "fast" ... The reactants are ClS(=O)(=O)C1=CC(=C(C(=O)O)C=C1)O (4-chlorosulphonyl-2-hydroxybenzoic acid), [OH-].[Na+] (NaOH), [OH-].[Na+] (NaOH), CC1=C(C2=C(O1)C=C1C=CC=CC1=C2C2=CC(=C(C(=C2)CC)O)CC)C (4-(2, 3-dimethyl-naphtho[2,3-b]furan-4-yl)-2,6-diethyl-phenol), Borax, [OH-].[Na+] (NaOH), ClS(=O)(=O)C1=CC(=C(C(=O)O)C=C1)O (4-chlorosulphonyl-2-hydroxybenzoic acid). Solvent: C1CCOC1 (THF), C1CCOC1 (THF), C1CCOC1 (THF). Run at time 48 hour. The product is CC1=C(C2=C(O1)C=C1C=CC=CC1=C2C2=CC(=C(OS(=O)(=O)C1=CC(=C(C(=O)O)C=C1)O)C(=C2)CC)CC)C (4-[4-(2,3-Dimethyl-naphtho[2,3-b]furan-4-yl)-2,6-diethyl-phenoxysulfonyl]-2-hydroxy-benzoic acid). Yield: 19.0%. RXN SMILES: [CH3:1][C:2]1[O:6][C:5]2[CH:7]=[C:8]3[C:13](=[C:14]([C:15]4[CH:20]=[C:19]([CH2:21][CH3:22])[C:18]([OH:23])=[C:17]([CH2:24][CH3:25])[CH:16]=4)[C:4]=2[C:3]=1[CH3:26])[CH:12]=[CH:11][CH:10]=[CH:9]3.[OH-].[Na+].Cl[S:30]([C:33]1[CH:41]=[CH:40][C:36]([C:37]([OH:39])=[O:38])=[C:35]([OH:42])[CH:34]=1)(=[O:32])=[O:31]>C1COCC1>[CH3:1][C:2]1[O:6][C:5]2[CH:7]=[C:8]3[C:13](=[C:14]([C:15]4[CH:20]=[C:19]([CH2:21][CH3:22])[C:18]([O:23][S:30]([C:33]5[CH:41]=[CH:40][C:36]([C:37]([OH:39])=[O:38])=[C:35]([OH:42])[CH:34]=5)(=[O:32])=[O:31])=[C:17]([CH2:24][CH3:25])[CH:16]=4)[C:4]=2[C:3]=1[CH3:26])[CH:12]=[CH:11][CH:10]=[CH:9]3 |f:1.2|. Reported procedure: At ambient temperature, to a stirred suspension containing 4-(2, 3-dimethyl-naphtho[2,3-b]furan-4-yl)-2,6-diethyl-phenol (0.317 g, 0.919 mmol) and 0.O1M aq. Borax (6 mL) in THF (9 mL) was added 2.5N NaOH (0.397 mL). To the reaction was added dropwise a solution of 4-chlorosulphonyl-2-hydroxybenzoic acid (0.653 g, 2.76 mmol) in THF (12 mL) while maintaining the pH at 10 with the simultaneous addition of 2.5N NaOH. After 48 h, additional 4-chlorosulphonyl-2-hydroxybenzoic acid (0.440 g, 1.86 mmol)... Starting materials: C(C1=CC=CC=C1)OC1=CC=2C3=C(C=NC2C=C1)N=C(N3CCC)COCC (8-Benzyloxy-2-ethoxymethyl-1-propyl-1H-imidazo[4,5-c]quinoline). The reagents and catalysts are [OH-].[Pd+2].[OH-] (palladium hydroxide). Run in C(C)O (ethanol), C(C)O (ethanol). Reaction conditions: time 3 hour. Product: C(C)OCC=1N(C2=C(C=NC=3C=CC(=CC23)O)N1)CCC (2-ethoxymethyl-1-propyl-1H-imidazo[4,5-c]quinolin-8-ol). Yield: 94.1%. RXN SMILES: C([O:8][C:9]1[CH:18]=[CH:17][C:16]2[N:15]=[CH:14][C:13]3[N:19]=[C:20]([CH2:25][O:26][CH2:27][CH3:28])[N:21]([CH2:22][CH2:23][CH3:24])[C:12]=3[C:11]=2[CH:10]=1)C1C=CC=CC=1>C(O)C.[OH-].[Pd+2].[OH-]>[CH2:27]([O:26][CH2:25][C:20]1[N:21]([CH2:22][CH2:23][CH3:24])[C:12]2[C:11]3[CH:10]=[C:9]([OH:8])[CH:18]=[CH:17][C:16]=3[N:15]=[CH:14][C:13]=2[N:19]=1)[CH3:28] |f:2.3.4|. Procedure: 8-Benzyloxy-2-ethoxymethyl-1-propyl-1H-imidazo[4,5-c]quinoline (15.00 g, 39.84 mmol) and ethanol (300 mL) were added to a Parr vessel. A mixture of palladium hydroxide (2.0 g, 20% on carbon) in ethanol (100 mL) was then added. The vessel was purged with nitrogen, placed under hydrogen pressure (25 psi, 1.7×105), and shaken for three hours. The vessel was then refilled with hydrogen (25 psi, 1.7×105) and shaken for 18 hours. The reaction mixture was filtered through a layer of CELITE filter aid, ... Starting materials: [BH4-], CO, O=Cc1cccc2c(Cl)nccc12, [Na+]. Product: OCc1cccc2c(Cl)nccc12. RXN SMILES: [BH4-:14].[CH3:16][OH:17].[Cl:1][c:2]1[n:3][cH:4][cH:5][c:6]2[c:7]([CH:12]=[O:13])[cH:8][cH:9][cH:10][c:11]12.[Na+:15]>>[Cl:1][c:2]1[n:3][cH:4][cH:5][c:6]2[c:7]([CH2:12][OH:13])[cH:8][cH:9][cH:10][c:11]12. Reactants: C(Cl)Cl (CH2Cl2), C1(=CC=CC=C1)P(C1=CC=CC=C1)C1=CC=CC=C1 (triphenylphosphine), C(Br)(Br)(Br)Br (carbon tetrabromide), OC1=C(C#N)C=CC(=C1)CO (2-hydroxy-4-hydroxymethylbenzonitrile). Solvent: CN(C)C=O (DMF). Conditions: time 2 hour. Yields the product BrCC1=CC(=C(C#N)C=C1)O (4-Bromomethyl-2-hydroxy-benzonitrile). As a reaction SMILES: [OH:1][C:2]1[CH:9]=[C:8]([CH2:10]O)[CH:7]=[CH:6][C:3]=1[C:4]#[N:5].C(Cl)Cl.C1(P(C2C=CC=CC=2)C2C=CC=CC=2)C=CC=CC=1.C(Br)(Br)(Br)[Br:35]>CN(C=O)C>[Br:35][CH2:10][C:8]1[CH:7]=[CH:6][C:3]([C:4]#[N:5])=[C:2]([OH:1])[CH:9]=1. Procedure details: 2-hydroxy-4-hydroxymethylbenzonitrile (0.20 g, 1.34 mmol) was dissolved in DMF (5 mL) and CH2Cl2(5 mL) and then treated with triphenylphosphine (0.53 g, 2.01 mmol) and carbon tetrabromide (0.67 g, 2.01 mmol) at ambient temperature with stirring. After 2 h, the reaction mixture was partitioned between EtOAc (100 mL) and H2O (100 mL), the organic layer were separated, dried (MgSO4), and filtered to give the title compound after silica gel chromatography (15% EtOAc/hexane to 25% EtOAc/hexane).